Dataset: the Open Reaction Database (ORD), a public repository of structured organic reaction records. Task: describe an organic reaction: reactants, conditions, products, and yield The reactants are [H][H], C1CCOC1, O, CCCCCC=C(c1ccccc1)c1ccccc1. Yields the product CCCCCCC(c1ccccc1)c1ccccc1. RXN SMILES: [H:21][H:22].[O:23]1[CH2:24][CH2:25][CH2:26][CH2:27]1.[OH2:1].[c:2]1([C:8](=[CH:9][CH2:10][CH2:11][CH2:12][CH2:13][CH3:14])[c:15]2[cH:16][cH:17][cH:18][cH:19][cH:20]2)[cH:3][cH:4][cH:5][cH:6][cH:7]1>>[c:2]1([CH:8]([CH2:9][CH2:10][CH2:11][CH2:12][CH2:13][CH3:14])[c:15]2[cH:16][cH:17][cH:18][cH:19][cH:20]2)[cH:3][cH:4][cH:5][cH:6][cH:7]1. Solvent: C(Cl)Cl (CH2Cl2). RXN SMILES: C([O:3][C:4]([C:6]1[N:7]=[C:8]([CH2:22][CH2:23][CH2:24][CH3:25])[N:9]([CH:12]2[C:20]3[C:15](=[CH:16][C:17]([Br:21])=[CH:18][CH:19]=3)[CH2:14][CH2:13]2)[C:10]=1[Cl:11])=O)C.[H-].C([Al+]CC(C)C)C(C)C>C(Cl)Cl>[Br:21][C:17]1[CH:16]=[C:15]2[C:20](=[CH:19][CH:18]=1)[CH:12]([N:9]1[C:10]([Cl:11])=[C:6]([CH2:4][OH:3])[N:7]=[C:8]1[CH2:22][CH2:23][CH2:24][CH3:25])[CH2:13][CH2:14]2 |f:1.2|. Conditions: time 0.75 hour. Procedure details: To a solution of 1-(5-bromo-indan-1-yl)-2-butyl-5-chloro-1H-imidazole-4-carboxylic acid ethyl ester (486 mg, 1.13 mmol)in CH2Cl2 (5.0 mL) at 0° C. was added diisobutylaluminum hydride (Dibal-H) (1M solution in CH2Cl2, 5.0 mL). The reaction mixture was allowed to warm to room temperature and was stirred for 0.75 hour, carefully quenched with saturated aqueous NH4Cl (1 mL) and diluted with CH2Cl2 (100 mL). The organic solution was separated and washed with saturated aqueous NaHCO3 (2×10 mL), satur... The product is BrC=1C=C2CCC(C2=CC1)N1C(=NC(=C1Cl)CO)CCCC ([1-(5-Bromo-indan-1-yl)-2-butyl-5-chloro-1H-imidazol-4-yl]-methanol). Starting materials: C(C)OC(=O)C=1N=C(N(C1Cl)C1CCC2=CC(=CC=C12)Br)CCCC (1-(5-bromo-indan-1-yl)-2-butyl-5-chloro-1H-imidazole-4-carboxylic acid ethyl ester), [H-].C(C(C)C)[Al+]CC(C)C (diisobutylaluminum hydride). The yield is 92.3%. The reactants are C1CCOC1, CCOC(=O)NC1CCCc2ccccc21. The product is CNC1CCCc2ccccc21. RXN SMILES: [CH2:17]1[O:18][CH2:19][CH2:20][CH2:21]1.[CH2:1]([O:2][C:4](=[O:3])[NH:5][CH:6]1[CH2:7][CH2:8][CH2:9][c:10]2[cH:11][cH:12][cH:13][cH:14][c:15]21)[CH3:16]>>[CH3:4][NH:5][CH:6]1[CH2:7][CH2:8][CH2:9][c:10]2[cH:11][cH:12][cH:13][cH:14][c:15]21.